This data is from the Open Reaction Database (ORD), a public repository of structured organic reaction records. The task is: describe an organic reaction: reactants, conditions, products, and yield Reactants: CC=1C=C(C=C(C1)C)SC=1C(=C(NC(C1)=O)C)C(=O)OCC (Ethyl 4-[(3,5-dimethylphenyl)-thio]-1,6-dihydro-2-methyl-6-oxo-3-pyridinecarboxylate), [H-].[H-].[H-].[H-].[Li+].[Al+3] (LiAlH4), solution, OS(=O)(=O)O (H2SO4). Solvent: O1CCCC1 (tetrahydrofurane), C(C)(=O)OCC (ethyl acetate). Reaction conditions: time 18 hour. Yields the product CC=1C=C(C=C(C1)C)SC1=CC(NC(=C1CO)C)=O (4-[(3,5-dimethylphenyl)-thio]-5-(hydroxymethyl)-6-methyl-2(1H)-pyridinone). The yield is 70.4%. As a reaction SMILES: [CH3:1][C:2]1[CH:3]=[C:4]([S:9][C:10]2[C:11]([C:18](OCC)=[O:19])=[C:12]([CH3:17])[NH:13][C:14](=[O:16])[CH:15]=2)[CH:5]=[C:6]([CH3:8])[CH:7]=1.[H-].[H-].[H-].[H-].[Li+].[Al+3].OS(O)(=O)=O>O1CCCC1.C(OCC)(=O)C>[CH3:1][C:2]1[CH:3]=[C:4]([S:9][C:10]2[C:11]([CH2:18][OH:19])=[C:12]([CH3:17])[NH:13][C:14](=[O:16])[CH:15]=2)[CH:5]=[C:6]([CH3:8])[CH:7]=1 |f:1.2.3.4.5.6|. Reported procedure: Under nitrogen atmosphere, the intermediate 14 (500 mg; 1.6 mmol) was suspended in dry tetrahydrofurane (20 ml) and LiAlH4 (120 mg; 3.2 mmol) was added at 0° C. The mixture was stirred at room temperature for 18 hours and poured in ethyl acetate (50 ml) at 0° C. and a solution 10% H2SO4 (100 ml) was added dropwise. The mixture was extracted with ethyl acetate (2×100 ml) and the organic layer was removed under reduced pressure giving the intermediate 15 (310 mg; 71%) m.p.=268–270° C. The reactants are Br, CC(=O)O, COc1cc2c(Oc3ccc(NC(=O)c4cccn(-c5ccc(F)cc5)c4=O)cc3F)ccnc2cc1OCc1ccccc1, O=C(O)C(F)(F)F. The product is COc1cc2c(Oc3ccc(NC(=O)c4cccn(-c5ccc(F)cc5)c4=O)cc3F)ccnc2cc1O. As a reaction SMILES: [BrH:53].[C:54]([OH:55])(=[O:56])[CH3:57].[CH2:8]([c:9]1[cH:10][cH:11][cH:12][cH:13][cH:14]1)[O:15][c:16]1[c:17]([O:51][CH3:52])[cH:18][c:19]2[c:20]([O:26][c:27]3[c:28]([F:50])[cH:29][c:30]([NH:33][C:34](=[O:35])[c:36]4[c:37](=[O:49])[n:38](-[c:42]5[cH:43][cH:44][c:45]([F:48])[cH:46][cH:47]5)[cH:39][cH:40][cH:41]4)[cH:31][cH:32]3)[cH:21][cH:22][n:23][c:24]2[cH:25]1.[F:1][C:2]([F:3])([F:4])[C:5]([OH:6])=[O:7]>>[OH:15][c:16]1[c:17]([O:51][CH3:52])[cH:18][c:19]2[c:20]([O:26][c:27]3[c:28]([F:50])[cH:29][c:30]([NH:33][C:34](=[O:35])[c:36]4[c:37](=[O:49])[n:38](-[c:42]5[cH:43][cH:44][c:45]([F:48])[cH:46][cH:47]5)[cH:39][cH:40][cH:41]4)[cH:31][cH:32]3)[cH:21][cH:22][n:23][c:24]2[cH:25]1.